This data is from the Open Reaction Database (ORD), a public repository of structured organic reaction records. The task is: describe an organic reaction: reactants, conditions, products, and yield Starting materials: F[B-](F)(F)F.N1(N=NC2=C1C=CC=C2)OC(=[N+](C)C)N(C)C (2-(1H-benzotriazole-1-yl)-1,1,3,3-tetramethyluronium tetrafluoroborate), C(C)(C)N(C(C)C)CC (N,N-diisopropyl ethyl amine), Cl.COC1=NOC(=C1)CN (3-methoxy-5-isoxazolemethanamine hydrochloride), ClC1=CC=C(C=C1)C1=CC(=NC=C1OCC(F)(F)F)C(=O)O (4-(4-chloro-phenyl)-5-(2,2,2-trifluoro-ethoxy)-pyridine-2-carboxylic acid). The solvent is CN(C=O)C (dimethylformamide). Reaction conditions: time 16 hour. Yields the product COC1=NOC(=C1)CNC(=O)C1=NC=C(C(=C1)C1=CC=C(C=C1)Cl)OCC(F)(F)F (4-(4-chloro-phenyl)-5-(2,2,2-trifluoro-ethoxy)-pyridine-2-carboxylic acid (3-methoxy-isoxazol-5-ylmethyl)-amide). Yield: 92.1%. As a reaction SMILES: [Cl:1][C:2]1[CH:7]=[CH:6][C:5]([C:8]2[C:13]([O:14][CH2:15][C:16]([F:19])([F:18])[F:17])=[CH:12][N:11]=[C:10]([C:20]([OH:22])=O)[CH:9]=2)=[CH:4][CH:3]=1.F[B-](F)(F)F.N1(OC(N(C)C)=[N+](C)C)C2C=CC=CC=2N=N1.C(N(CC)C(C)C)(C)C.Cl.[CH3:55][O:56][C:57]1[CH:61]=[C:60]([CH2:62][NH2:63])[O:59][N:58]=1>CN(C)C=O>[CH3:55][O:56][C:57]1[CH:61]=[C:60]([CH2:62][NH:63][C:20]([C:10]2[CH:9]=[C:8]([C:5]3[CH:4]=[CH:3][C:2]([Cl:1])=[CH:7][CH:6]=3)[C:13]([O:14][CH2:15][C:16]([F:19])([F:17])[F:18])=[CH:12][N:11]=2)=[O:22])[O:59][N:58]=1 |f:1.2,4.5|. Reported procedure: 4-(4-Chloro-phenyl)-5-(2,2,2-trifluoro-ethoxy)-pyridine-2-carboxylic acid (100 mg, 0.3 mmol, example D) was dissolved in dimethylformamide (4 mL). To this stirred solution under argon was added in sequence 2-(1H-benzotriazole-1-yl)-1,1,3,3-tetramethyluronium tetrafluoroborate (107 mg, 0.3 mmol), N,N-diisopropyl ethyl amine (0.26 mL, 1.5 mmol) and 3-methoxy-5-isoxazolemethanamine hydrochloride (55 mg, 0.3 mmol). The mixture was shaken for 16 h at room temperature, solvent was removed in vacuo (45... The reactants are COC1=CC(=C(C=C1)C1C(C(C2=CC=C(C=C12)OCCC)C1=CC2=C(C=C1)OCO2)C(=O)O)OCOC ((1RS,2SR, 3RS)-3-(4-Methoxy-2-methoxymethoxyphenyl)-1-(3,4-methylenedioxyphenyl)-5-(prop-1-yloxy)indane-2-carboxylic acid), COC1=CC(=C(C=C1)C1C(C(C2=CC=C(C=C12)OCCC)C1=CC2=C(C=C1)OCO2)C(=O)[O-])OCOC (3-(4methoxy-2-methoxymethoxyphenyl)-1-(3,4-methylenedioxyphenyl)-5-(prop-1-yloxy)indane-2-carboxylate), [OH-].[Na+] (NaOH), C(C)(C)O (isopropyl alcohol). The product is C(=O)(O)COC1=C(C=CC(=C1)OC)C1C(C(C2=CC=C(C=C12)OCCC)C1=CC2=C(C=C1)OCO2)CC(=O)O ((1RS,2SR, 3RS)-3-(2-Carboxymethoxy-4-methoxyphenyl)-1-(3,4-methylenedioxyphenyl)-5-(prop-1-yloxy)indan-2-ylacetic acid). Yield: 84.0%. RXN SMILES: [CH3:1][O:2][C:3]1[CH:8]=[CH:7][C:6]([CH:9]2[C:17]3[C:12](=[CH:13][CH:14]=[C:15]([O:18][CH2:19][CH2:20][CH3:21])[CH:16]=3)[CH:11]([C:22]3[CH:27]=[CH:26][C:25]4[O:28][CH2:29][O:30][C:24]=4[CH:23]=3)[CH:10]2C(O)=O)=[C:5]([O:34][CH2:35]OC)[CH:4]=1.COC1C=CC(C2C3C(=CC=C(OCCC)C=3)C(C3C=CC4OCOC=4C=3)[CH:47]2[C:68]([O-:70])=[O:69])=C(OCOC)C=1.[OH-:75].[Na+].[CH:77]([OH:80])(C)C>>[C:77]([CH2:35][O:34][C:5]1[CH:4]=[C:3]([O:2][CH3:1])[CH:8]=[CH:7][C:6]=1[CH:9]1[C:17]2[C:12](=[CH:13][CH:14]=[C:15]([O:18][CH2:19][CH2:20][CH3:21])[CH:16]=2)[CH:11]([C:22]2[CH:27]=[CH:26][C:25]3[O:28][CH2:29][O:30][C:24]=3[CH:23]=2)[CH:10]1[CH2:47][C:68]([OH:70])=[O:69])([OH:80])=[O:75] |f:2.3|. Procedure details: (1RS,2SR, 3RS)-3-(4-Methoxy-2-methoxymethoxyphenyl)-1-(3,4-methylenedioxyphenyl)-5-(prop-1-yloxy)indane-2-carboxylic acid. A solution of methyl (1RS, 2RS, 3RS)-3-(4methoxy-2-methoxymethoxyphenyl)-1-(3,4-methylenedioxyphenyl)-5-(prop-1-yloxy)indane-2-carboxylate (2.42 g, 4.6 mmol) in isopropyl alcohol (30 ml) with aqueous NaOH (8 ml of 5 N solution) was refluxed for 4 h. The resultant mixture was partitioned between EtOAc and 3N HCl. The organic extract was washed with H2O then brine, dried (Na2S... The reactants are C(C1=CC=CC=C1)OC(=O)NC(=N)C1=CC=C(C=C1)C1=NC2=C(N1CCCCC1=CC=CC=C1)C=CC(=C2)C(=O)NCCC(=O)O (2-(4-benzyloxycarbonylamidino-phenyl)-5-[(2-carboxy-ethyl)-aminocarbonyl]-1-(4-phenyl-butyl)-benzimidazole), [I-].[K+] (potassium iodide), C(C(C)(C)C)(=O)OCCl (pivaloyloxymethylchloride), C([O-])([O-])=O.[K+].[K+] (potassium carbonate). The solvent is CS(=O)C (dimethylsulphoxide). Product: C(C1=CC=CC=C1)OC(=O)NC(=N)C1=CC=C(C=C1)C1=NC2=C(N1CCCCC1=CC=CC=C1)C=CC(=C2)C(=O)NCCC(=O)OCOC(C(C)(C)C)=O (2-(4-Benzyloxycarbonylamidino-phenyl)-1-(4-phenyl-butyl)-5-[(2-pivaloyloxymethyloxycarbonyl-ethyl)-aminocarbonyl]-benzimidazole). Reaction SMILES: [CH2:1]([O:8][C:9]([NH:11][C:12]([C:14]1[CH:19]=[CH:18][C:17]([C:20]2[N:24]([CH2:25][CH2:26][CH2:27][CH2:28][C:29]3[CH:34]=[CH:33][CH:32]=[CH:31][CH:30]=3)[C:23]3[CH:35]=[CH:36][C:37]([C:39]([NH:41][CH2:42][CH2:43][C:44]([OH:46])=[O:45])=[O:40])=[CH:38][C:22]=3[N:21]=2)=[CH:16][CH:15]=1)=[NH:13])=[O:10])[C:2]1[CH:7]=[CH:6][CH:5]=[CH:4][CH:3]=1.[C:47]([O:53][CH2:54]Cl)(=[O:52])[C:48]([CH3:51])([CH3:50])[CH3:49].C(=O)([O-])[O-].[K+].[K+].[I-].[K+]>CS(C)=O>[CH2:1]([O:8][C:9]([NH:11][C:12]([C:14]1[CH:19]=[CH:18][C:17]([C:20]2[N:24]([CH2:25][CH2:26][CH2:27][CH2:28][C:29]3[CH:30]=[CH:31][CH:32]=[CH:33][CH:34]=3)[C:23]3[CH:35]=[CH:36][C:37]([C:39]([NH:41][CH2:42][CH2:43][C:44]([O:46][CH2:54][O:53][C:47](=[O:52])[C:48]([CH3:51])([CH3:50])[CH3:49])=[O:45])=[O:40])=[CH:38][C:22]=3[N:21]=2)=[CH:16][CH:15]=1)=[NH:13])=[O:10])[C:2]1[CH:3]=[CH:4][CH:5]=[CH:6][CH:7]=1 |f:2.3.4,5.6|. Procedure: Prepared by reacting 2-(4-benzyloxycarbonylamidino-phenyl)-5-[(2-carboxy-ethyl)-aminocarbonyl]-1-(4-phenyl-butyl)-benzimidazole with pivaloyloxymethylchloride in dimethylsulphoxide in the presence of potassium carbonate with the addition of potassium iodide at ambient temperature. Reactants: CN(C)C(=O)N1CC2CC(C=O)(Cc3ccccc3)CC2C1, CC=C(C)C, [O-][Cl+][O-], [Na+], [Na+], C1CCOC1, O, O, O, O=P([O-])(O)O. The product is CN(C)C(=O)N1CC2CC(Cc3ccccc3)(C(=O)O)CC2C1. Reaction SMILES: [CH3:1][N:2]([C:3](=[O:4])[N:5]1[CH2:6][CH:7]2[CH:8]([CH2:9]1)[CH2:10][C:11]([CH:13]=[O:14])([CH2:15][c:16]1[cH:17][cH:18][cH:19][cH:20][cH:21]1)[CH2:12]2)[CH3:22].[CH3:35][C:36](=[CH:37][CH3:38])[CH3:39].[Cl+:31]([O-:32])[O-:33].[Na+:30].[Na+:34].[O:40]1[CH2:41][CH2:42][CH2:43][CH2:44]1.[OH2:23].[OH2:24].[OH2:45].[P:25](=[O:26])([O-:27])([OH:28])[OH:29]>>[CH3:1][N:2]([C:3](=[O:4])[N:5]1[CH2:6][CH:7]2[CH:8]([CH2:9]1)[CH2:10][C:11]([C:13](=[O:14])[OH:26])([CH2:15][c:16]1[cH:17][cH:18][cH:19][cH:20][cH:21]1)[CH2:12]2)[CH3:22]. Reactants: CCOC(=O)CNC(=O)c1cc2cc(Cl)ncc2[nH]1, C1CCOC1, [Na+], [OH-]. Product: O=C(O)CNC(=O)c1cc2cc(Cl)ncc2[nH]1. As a reaction SMILES: [CH2:1]([CH3:2])[O:3][C:4]([CH2:5][NH:6][C:7](=[O:8])[c:9]1[cH:10][c:11]2[c:12]([cH:13][n:14][c:15]([Cl:17])[cH:16]2)[nH:18]1)=[O:19].[CH2:22]1[O:23][CH2:24][CH2:25][CH2:26]1.[Na+:21].[OH-:20]>>[O:3]=[C:4]([CH2:5][NH:6][C:7](=[O:8])[c:9]1[cH:10][c:11]2[c:12]([cH:13][n:14][c:15]([Cl:17])[cH:16]2)[nH:18]1)[OH:19]. The reactants are COC(CCCC(C1C[C@H]2[C@H](C[C@H]([C@@H]2\C=C\[C@H](CCCCC)OC2OCCCC2)OC2OCCCC2)O1)Br)=O ((13E)-(5RS,6RS,9α,11α,15S)-5-Bromo-6,9-epoxy-11,15-bis(tetrahydropyran-2-yloxy)prost-13-enoic acid methyl ester). Run in O1CCCC1 (tetrahydrofuran), C(C)(=O)O (acetic acid), C(C)(=O)OCC (ethyl acetate). Run at time 1 hour. Yields the product COC(CCCC(C1C[C@H]2[C@H](C[C@H]([C@@H]2\C=C\[C@H](CCCCC)O)O)O1)Br)=O ((13E)-(5RS,6RS,9α,11α,15S)-5-Bromo-6,9-epoxy-11,15-dihydroxyprost-13-enoic acid methyl ester). The yield is 80.3%. Reaction SMILES: [CH3:1][O:2][C:3](=[O:39])[CH2:4][CH2:5][CH2:6][CH:7]([Br:38])[CH:8]1[O:37][C@H:11]2[CH2:12][C@@H:13]([O:30]C3CCCCO3)[C@H:14](/[CH:15]=[CH:16]/[C@@H:17]([O:23]C3CCCCO3)[CH2:18][CH2:19][CH2:20][CH2:21][CH3:22])[C@H:10]2[CH2:9]1>O1CCCC1.C(O)(=O)C.C(OCC)(=O)C>[CH3:1][O:2][C:3](=[O:39])[CH2:4][CH2:5][CH2:6][CH:7]([Br:38])[CH:8]1[O:37][C@H:11]2[CH2:12][C@@H:13]([OH:30])[C@H:14](/[CH:15]=[CH:16]/[C@@H:17]([OH:23])[CH2:18][CH2:19][CH2:20][CH2:21][CH3:22])[C@H:10]2[CH2:9]1. Reported procedure: 360 mg of (13E)-(5RS,6RS,9α,11α,15S)-5-Bromo-6,9-epoxy-11,15-bis(tetrahydropyran-2-yloxy)prost-13-enoic acid methyl ester (prepared as described in Example 1) were dissolved in a mixture of 0.7 ml of tetrahydrofuran and 7 ml of 65% aqueous acetic acid and the mixture was stirred at 40° to 45° C. for one hour. The reaction mixture was then diluted with ethyl acetate, washed with water and an aqueous solution of sodium chloride, dried over magnesium sulphate and concentrated under reduced pressure... The reactants are O=C([O-])[O-], [Cs+], [Cs+], Cn1ncnc1COc1nc2c(cc1Br)nnn2-c1ccccc1F, CN(C)C=O, O, [Pd], c1ccc(P(c2ccccc2)c2ccccc2)cc1, c1ccc(P(c2ccccc2)c2ccccc2)cc1, c1ccc(P(c2ccccc2)c2ccccc2)cc1, c1ccc(P(c2ccccc2)c2ccccc2)cc1, OB(O)c1ccsc1. The product is Cn1ncnc1COc1nc2c(cc1-c1ccsc1)nnn2-c1ccccc1F. Reaction SMILES: [C:34](=[O:35])([O-:36])[O-:37].[Cs+:38].[Cs+:39].[F:1][c:2]1[c:3](-[n:8]2[n:9][n:10][c:11]3[c:12]2[n:13][c:14]([O:18][CH2:19][c:20]2[n:21]([CH3:25])[n:22][cH:23][n:24]2)[c:15]([Br:17])[cH:16]3)[cH:4][cH:5][cH:6][cH:7]1.[O:40]=[CH:41][N:42]([CH3:43])[CH3:44].[OH2:45].[Pd:46].[c:104]1([P:105]([c:106]2[cH:107][cH:108][cH:109][cH:110][cH:111]2)[c:112]2[cH:113][cH:114][cH:115][cH:116][cH:117]2)[cH:118][cH:119][cH:120][cH:121][cH:122]1.[c:47]1([P:48]([c:49]2[cH:50][cH:51][cH:52][cH:53][cH:54]2)[c:55]2[cH:56][cH:57][cH:58][cH:59][cH:60]2)[cH:61][cH:62][cH:63][cH:64][cH:65]1.[c:66]1([P:67]([c:68]2[cH:69][cH:70][cH:71][cH:72][cH:73]2)[c:74]2[cH:75][cH:76][cH:77][cH:78][cH:79]2)[cH:80][cH:81][cH:82][cH:83][cH:84]1.[c:85]1([P:86]([c:87]2[cH:88][cH:89][cH:90][cH:91][cH:92]2)[c:93]2[cH:94][cH:95][cH:96][cH:97][cH:98]2)[cH:99][cH:100][cH:101][cH:102][cH:103]1.[s:26]1[cH:27][c:28]([B:31]([OH:32])[OH:33])[cH:29][cH:30]1>>[F:1][c:2]1[c:3](-[n:8]2[n:9][n:10][c:11]3[c:12]2[n:13][c:14]([O:18][CH2:19][c:20]2[n:21]([CH3:25])[n:22][cH:23][n:24]2)[c:15](-[c:28]2[cH:27][s:26][cH:30][cH:29]2)[cH:16]3)[cH:4][cH:5][cH:6][cH:7]1.